Dataset: the Open Reaction Database (ORD), a public repository of structured organic reaction records. Task: describe an organic reaction: reactants, conditions, products, and yield Starting materials: C(C)(C)(C)C1=CC=C(C=C1)C=1OC(=C(N1)CCl)C (2-(4-tert-butyl-phenyl)-4-chloromethyl-5-methyl-oxazole), C([O-])([O-])=O.[K+].[K+] (potassium carbonate), [I-].[K+] (potassium iodide), C(C)OC(C(CC1=CC=C(C=2CCOC21)O)OCC)=O ([rac]-2-ethoxy-3-(4-hydroxy-2,3-dihydro-benzofuran-7-yl)-propionic acid ethyl ester). Product: C(C)OC(C(CC1=CC=C(C=2CCOC21)OCC=2N=C(OC2C)C2=CC=C(C=C2)C(C)(C)C)OCC)=O ([rac]-3-{4-[2-(4-tert-butyl-phenyl)-5-methyl-oxazol-4-ylmethoxy]-2,3-dihydro-benzofuran-7-yl}-2-ethoxy-propionic acid ethyl ester). As a reaction SMILES: [CH2:1]([O:3][C:4](=[O:20])[CH:5]([O:17][CH2:18][CH3:19])[CH2:6][C:7]1[C:15]2[O:14][CH2:13][CH2:12][C:11]=2[C:10]([OH:16])=[CH:9][CH:8]=1)[CH3:2].[C:21]([C:25]1[CH:30]=[CH:29][C:28]([C:31]2[O:32][C:33]([CH3:38])=[C:34]([CH2:36]Cl)[N:35]=2)=[CH:27][CH:26]=1)([CH3:24])([CH3:23])[CH3:22].C(=O)([O-])[O-].[K+].[K+].[I-].[K+]>>[CH2:1]([O:3][C:4](=[O:20])[CH:5]([O:17][CH2:18][CH3:19])[CH2:6][C:7]1[C:15]2[O:14][CH2:13][CH2:12][C:11]=2[C:10]([O:16][CH2:36][C:34]2[N:35]=[C:31]([C:28]3[CH:27]=[CH:26][C:25]([C:21]([CH3:24])([CH3:23])[CH3:22])=[CH:30][CH:29]=3)[O:32][C:33]=2[CH3:38])=[CH:9][CH:8]=1)[CH3:2] |f:2.3.4,5.6|. Reported procedure: In analogy to the procedure described in example 120 f], [rac]-2-ethoxy-3-(4-hydroxy-2,3-dihydro-benzofuran-7-yl)-propionic acid ethyl ester (example 125 a]) was reacted with 2-(4-tert-butyl-phenyl)-4-chloromethyl-5-methyl-oxazole (example 123 a]) in the presence of potassium carbonate and potassium iodide to yield [rac]-3-{4-[2-(4-tert-butyl-phenyl)-5-methyl-oxazol-4-ylmethoxy]-2,3-dihydro-benzofuran-7-yl}-2-ethoxy-propionic acid ethyl ester, which was further saponified in analogy to the proce... Starting materials: BrC1=CC=C(C=C1)OC (parabromo-anisole), FC(C(F)(F)[*:1])(F)[*:2] (poly(tetrafluoroethylene)), BrC=1C=C(C=CC1)O (meta-bromo-phenol). The product is BrC=1C=C(C=CC1)OC (meta-bromoanisole). The yield is 40.0%. As a reaction SMILES: Br[C:2]1[CH:7]=[CH:6][C:5]([O:8][CH3:9])=[CH:4][CH:3]=1.[Br:10]C1C=C(O)C=CC=1>>[Br:10][C:3]1[CH:4]=[C:5]([O:8][CH3:9])[CH:6]=[CH:7][CH:2]=1. Procedure details: 2.9 mmol of parabromo-anisole and 15 cm3 of 1.7 M HF--SbF5 superacid are contacted for 55 hours at ambient temperature in a poly(tetrafluoroethylene) container. Chromatographic analysis of the reaction products shows that a mixture of meta-bromo-phenol (25%) and meta-bromoanisole (40%) is formed, in a 65% yield.